Dataset: the Open Reaction Database (ORD), a public repository of structured organic reaction records. Task: describe an organic reaction: reactants, conditions, products, and yield Reactants: OCCCCCCOC1=CC=C(C(=O)O)C=C1 (4-(6-hydroxyhexyloxy)benzoic acid), C(C(=C)C)(=O)O (methacrylic acid). Yields the product C(C(=C)C)(=O)CCCCCCOC1=CC=C(C(=O)O)C=C1 (4-(6-methacryloylhexyloxy)benzoic acid). As a reaction SMILES: O[CH2:2][CH2:3][CH2:4][CH2:5][CH2:6][CH2:7][O:8][C:9]1[CH:17]=[CH:16][C:12]([C:13]([OH:15])=[O:14])=[CH:11][CH:10]=1.[C:18](O)(=[O:22])[C:19]([CH3:21])=[CH2:20]>>[C:18]([CH2:2][CH2:3][CH2:4][CH2:5][CH2:6][CH2:7][O:8][C:9]1[CH:17]=[CH:16][C:12]([C:13]([OH:15])=[O:14])=[CH:11][CH:10]=1)(=[O:22])[C:19]([CH3:21])=[CH2:20]. Procedure details: A solution of 4-(6-hydroxyhexyloxy)benzoic acid (24.0 g, 0.10 mol, prepared as described in Example 10) was treated with methacrylic acid as described in Example 8 to give 4-(6-methacryloylhexyloxy)benzoic acid after recrystallization from tetrahydrofuran-hexane (1:2) (19.9 g, 67%): mp 81°-94° C., nematic mesophase; NMR (CDCl3) 9.82(bs, 1H), 8.0(d, 2H), 6.87(d, 2H), 6.05(s, 1H), 4.15(t, 2H), 4.0(t, 2H), 1.9(s, 3H), 1.85(m, 8H). Reactants: CN(C(C)=O)C1=C(C=C(C(=O)OC)C=C1[N+](=O)[O-])[N+](=O)[O-] (methyl 4-(N-methylacetamido)-3,5-dinitrobenzoate). The reagents and catalysts are [Pd] (palladium/carbon). Solvent: CO (methanol). Product: NC=1C=C(C(=O)OC)C=C(C1N(C(C)=O)C)N (methyl 3,5-diamino-4-(N-methylacetamido)-benzoate). As a reaction SMILES: [CH3:1][N:2]([C:6]1[C:15]([N+:16]([O-])=O)=[CH:14][C:9]([C:10]([O:12][CH3:13])=[O:11])=[CH:8][C:7]=1[N+:19]([O-])=O)[C:3](=[O:5])[CH3:4]>[Pd].CO>[NH2:19][C:7]1[CH:8]=[C:9]([CH:14]=[C:15]([NH2:16])[C:6]=1[N:2]([CH3:1])[C:3](=[O:5])[CH3:4])[C:10]([O:12][CH3:13])=[O:11]. Reported procedure: 9.7 G. of methyl 4-(N-methylacetamido)-3,5-dinitrobenzoate in 100 ml. of methanol were hydrogenated under normal pressure and at room temperature in the presence of 1 g. of palladium/carbon. After uptake of the theoretical amount of hydrogen, the solution was filtered off from the catalyst and evaporated. The residue was recrystallized from methanol, there being obtained methyl 3,5-diamino-4-(N-methylacetamido)-benzoate having a melting point of 221°-222° C. Starting materials: FC=1C=C2C(=NC1)N(N=C2C(NN)=N)CC2=C(C(=CC=C2F)F)F (5-Fluoro-1-(2,3,6-trifluorobenzyl)-1H-pyrazolo[3,4-b]pyridin-3-carboximidohydrazide), CC(C(=O)OC)(C(C(=O)OC)=O)C (dimethyl 2,2-dimethyl-3-oxobutanedioate). Solvent: C(C)O (ethanol). Reaction conditions: temperature 50 celsius, time 8 hour. The product is FC=1C=C2C(=NC1)N(N=C2C=2N=NC(=C(N2)O)C(C(=O)OC)(C)C)CC2=C(C(=CC=C2F)F)F (Methyl 2-{3-[5-fluoro-1-(2,3,6-trifluorobenzyl)-1H-pyrazolo[3,4-b]pyridin-3-yl]-5-hydroxy-1,2,4-triazin-6-yl}-2-methylpropanoate). As a reaction SMILES: [F:1][C:2]1[CH:3]=[C:4]2[C:10]([C:11](=[NH:14])[NH:12][NH2:13])=[N:9][N:8]([CH2:15][C:16]3[C:21]([F:22])=[CH:20][CH:19]=[C:18]([F:23])[C:17]=3[F:24])[C:5]2=[N:6][CH:7]=1.[CH3:25][C:26]([CH3:37])([C:31](=O)[C:32](OC)=[O:33])[C:27]([O:29][CH3:30])=[O:28]>C(O)C>[F:1][C:2]1[CH:3]=[C:4]2[C:10]([C:11]3[N:12]=[N:13][C:31]([C:26]([CH3:37])([CH3:25])[C:27]([O:29][CH3:30])=[O:28])=[C:32]([OH:33])[N:14]=3)=[N:9][N:8]([CH2:15][C:16]3[C:21]([F:22])=[CH:20][CH:19]=[C:18]([F:23])[C:17]=3[F:24])[C:5]2=[N:6][CH:7]=1. Procedure details: 6.85 g (20.271 mmol) of the compound from Example 81A were dissolved in 300 ml of ethanol, 7.629 g (40.542 mmol) of dimethyl 2,2-dimethyl-3-oxobutanedioate (described in J. Am. Chem. Soc. 124(14), 3680-3691; 2002) were added and the mixture was stirred at 50° C. overnight. After cooling, a precipitate was filtered off and washed with ethanol. The filtrate was concentrated and then purified by preparative HPLC (methanol:water-75:25). This gave 3.30 g (33% of theory) of the title compound. Reported procedure: 3.0M solution of methylmagnesium bromide in ether (2.53 mL, 7.59 mmol) cooled to 0° C. was treated dropwise with a solution of 2-(3-chloro-4-methanesulfonyl-phenyl)-3-(3-oxo-cyclopentyl)-N-pyrazin-2-yl-propionamide (prepared as in Example 45, 0.10 g, 0.237 mmol) in tetrahydrofuran (1 mL). The resulting solution was stirred at 0° C. for 30 min, quenched with a saturated aqueous ammonium chloride solution (3 mL), and partitioned between a saturated aqueous ammonium chloride solution (20 mL) and et... As a reaction SMILES: C[Mg]Br.CC[O:6][CH2:7][CH3:8].[Cl:9][C:10]1[CH:11]=[C:12]([CH:20]([CH2:30][CH:31]2[CH2:35]C[C:33](=O)[CH2:32]2)[C:21]([NH:23][C:24]2[CH:29]=[N:28][CH:27]=[CH:26][N:25]=2)=[O:22])[CH:13]=[CH:14][C:15]=1[S:16]([CH3:19])(=[O:18])=[O:17]>O1CCCC1>[Cl:9][C:10]1[CH:11]=[C:12]([CH:20]([CH2:30][CH:31]2[CH2:32][CH2:33][C:7]([OH:6])([CH3:8])[CH2:35]2)[C:21]([NH:23][C:24]2[CH:29]=[N:28][CH:27]=[CH:26][N:25]=2)=[O:22])[CH:13]=[CH:14][C:15]=1[S:16]([CH3:19])(=[O:17])=[O:18]. The solvent is O1CCCC1 (tetrahydrofuran). The product is ethyl acetate hexanes, ClC=1C=C(C=CC1S(=O)(=O)C)C(C(=O)NC1=NC=CN=C1)CC1CC(CC1)(C)O (2-(3-chloro-4-methanesulfonyl-phenyl)-3-(3-hydroxy-3-methyl-cyclopentyl)-N-pyrazin-2-yl-propionamide). Starting materials: solution, C[Mg]Br (methylmagnesium bromide), CCOCC (ether), ClC=1C=C(C=CC1S(=O)(=O)C)C(C(=O)NC1=NC=CN=C1)CC1CC(CC1)=O (2-(3-chloro-4-methanesulfonyl-phenyl)-3-(3-oxo-cyclopentyl)-N-pyrazin-2-yl-propionamide). Run at temperature 0 celsius, time 30 minute. Isolated yield 35.6%. Conditions: time 8 hour. Reactants: C(C1=CC=CC=C1)OC1=NN(C(=C1)/C=C/C(=O)OCC)C1=CC=CC=C1 (ethyl (E)-3-(3-benzyloxy-1-phenyl-1H-pyrazol-5-yl)propenoate). As a reaction SMILES: C([O:8][C:9]1[CH:13]=[C:12](/[CH:14]=[CH:15]/[C:16]([O:18][CH2:19][CH3:20])=[O:17])[N:11]([C:21]2[CH:26]=[CH:25][CH:24]=[CH:23][CH:22]=2)[N:10]=1)C1C=CC=CC=1>[C].[Pd].O1CCCC1>[OH:8][C:9]1[CH:13]=[C:12]([CH2:14][CH2:15][C:16]([O:18][CH2:19][CH3:20])=[O:17])[N:11]([C:21]2[CH:22]=[CH:23][CH:24]=[CH:25][CH:26]=2)[N:10]=1 |f:1.2|. The solvent is O1CCCC1 (tetrahydrofuran). Yield: 88.6%. Yields the product OC1=NN(C(=C1)CCC(=O)OCC)C1=CC=CC=C1 (ethyl 3-(3-hydroxy-1-phenyl-1H-pyrazol-5-yl)propionate). Procedure: A mixture of ethyl (E)-3-(3-benzyloxy-1-phenyl-1H-pyrazol-5-yl)propenoate (7.33 g), 5% palladium-carbon (7.11 g) and tetrahydrofuran (50 ml) was stirred overnight under a hydrogen atmosphere at room temperature. Palladium-carbon was filtered off and the filtrate was concentrated. The residue was subjected to silica gel column chromatography, and ethyl 3-(3-hydroxy-1-phenyl-1H-pyrazol-5-yl)propionate (4.85 g, yield 89%) was obtained as colorless crystals from a fraction eluted with ethyl acetate-... The reagents and catalysts are [C].[Pd] (palladium-carbon).